This data is from the Open Reaction Database (ORD), a public repository of structured organic reaction records. The task is: describe an organic reaction: reactants, conditions, products, and yield RXN SMILES: [CH2:28]([CH2:29][O:30][CH3:31])[O:32][CH3:33].[CH3:19][O:20][CH2:21][Cl:22].[CH3:23][N:24]([CH3:25])[CH:26]=[O:27].[CH:10]([N:11]([CH:12]([CH3:13])[CH3:14])[CH2:15][CH3:16])([CH3:17])[CH3:18].[OH:1][CH:2]([C:3](=[O:4])[OH:5])[CH2:6][C:7](=[O:8])[OH:9]>>[O:1]([CH:2]([C:3](=[O:4])[OH:5])[CH2:6][C:7](=[O:8])[OH:9])[CH2:21][O:20][CH3:19]. Product: COCOC(CC(=O)O)C(=O)O. Starting materials: COCCOC, COCCl, CN(C)C=O, CCN(C(C)C)C(C)C, O=C(O)CC(O)C(=O)O. Starting materials: BrC1=CC=2N3C4=C(C=C(C=C4C2C=C1)O)C(C(=C3)CC=3C=NC=CC3)=O (9-bromo-2-hydroxy-5-(3-pyridylmethyl)-4H-pyrido [3,2,1-jk]carbazole-4-one), ice water, C([O-])([O-])=O.[K+].[K+] (potassium carbonate), BrCC(=O)OC(C)(C)C (t-butyl bromoacetate). The solvent is CS(=O)C (dimethyl sulfoxide). Conditions: time 30 minute. Product: BrC1=CC=2N3C4=C(C=C(C(=C4C2C=C1)OC)C(=O)OC(C)(C)C)C(C(=C3)CC=3C=NC=CC3)=O (9-bromo-2-t-butoxycarbonyl-methyloxy-5-(3-pyridylmethyl)-4H-pyrido [3,2,1-jk]carbazole-4-one). The yield is 56.0%. As a reaction SMILES: [Br:1][C:2]1[CH:14]=[CH:13][C:12]2[C:11]3[C:6]4=[C:7]([C:16](=[O:26])[C:17]([CH2:19][C:20]5[CH:21]=[N:22][CH:23]=[CH:24][CH:25]=5)=[CH:18][N:5]4[C:4]=2[CH:3]=1)[CH:8]=[C:9](O)[CH:10]=3.[C:27](=O)([O-])[O-:28].[K+].[K+].BrC[C:35]([O:37][C:38]([CH3:41])([CH3:40])[CH3:39])=[O:36]>CS(C)=O>[Br:1][C:2]1[CH:14]=[CH:13][C:12]2[C:11]3[C:6]4=[C:7]([C:16](=[O:26])[C:17]([CH2:19][C:20]5[CH:21]=[N:22][CH:23]=[CH:24][CH:25]=5)=[CH:18][N:5]4[C:4]=2[CH:3]=1)[CH:8]=[C:9]([C:35]([O:37][C:38]([CH3:41])([CH3:40])[CH3:39])=[O:36])[C:10]=3[O:28][CH3:27] |f:1.2.3|. Procedure: 9-bromo-2-hydroxy-5-(3-pyridylmethyl)-4H-pyrido [3,2,1-jk]carbazole-4-one (200 mg) produced in Example 102 was suspended in dimethyl sulfoxide (8 ml). After adding potassium carbonate (136 mg), the mixture was stirred at room temperature for 30 minutes, and t-butyl bromoacetate (0.09 ml) was added. After stirring at room temperature for 2 hours, the reaction mixture was poured into ice water (20 ml) and the crystals precipitated were recovered by filtration. The thus obtained crude crystals were...